Dataset: the Open Reaction Database (ORD), a public repository of structured organic reaction records. Task: describe an organic reaction: reactants, conditions, products, and yield Reactants: CC(=O)O, Cn1c(COc2ccc(CC3SC(=O)N(C(c4ccccc4)(c4ccccc4)c4ccccc4)C3=O)cc2)nc2ccc(Cl)nc21, O. Yields the product Cn1c(COc2ccc(CC3SC(=O)NC3=O)cc2)nc2ccc(Cl)nc21. Reaction SMILES: [CH3:47][C:48](=[O:49])[OH:50].[Cl:1][c:2]1[cH:3][cH:4][c:5]2[c:6]([n:7]1)[n:8]([CH3:46])[c:9]([CH2:11][O:12][c:13]1[cH:14][cH:15][c:16]([CH2:17][CH:18]3[C:19](=[O:43])[N:20]([C:24]([c:25]4[cH:26][cH:27][cH:28][cH:29][cH:30]4)([c:31]4[cH:32][cH:33][cH:34][cH:35][cH:36]4)[c:37]4[cH:38][cH:39][cH:40][cH:41][cH:42]4)[C:21](=[O:23])[S:22]3)[cH:44][cH:45]1)[n:10]2.[OH2:51]>>[Cl:1][c:2]1[cH:3][cH:4][c:5]2[c:6]([n:7]1)[n:8]([CH3:46])[c:9]([CH2:11][O:12][c:13]1[cH:14][cH:15][c:16]([CH2:17][CH:18]3[C:19](=[O:43])[NH:20][C:21](=[O:23])[S:22]3)[cH:44][cH:45]1)[n:10]2. The reactants are O=C([O-])[O-], CS(=O)(=O)Cl, Clc1ccc(CNCc2cccnc2)c(Cl)c1, ClCCl, [K+], [K+]. Yields the product CS(=O)(=O)N(Cc1cccnc1)Cc1ccc(Cl)cc1Cl. RXN SMILES: [C:18](=[O:19])([O-:20])[O-:21].[CH3:24][S:25]([Cl:26])(=[O:27])=[O:28].[Cl:1][c:2]1[c:3]([CH2:4][NH:5][CH2:6][c:7]2[cH:8][n:9][cH:10][cH:11][cH:12]2)[cH:13][cH:14][c:15]([Cl:17])[cH:16]1.[Cl:29][CH2:30][Cl:31].[K+:22].[K+:23]>>[Cl:1][c:2]1[c:3]([CH2:4][N:5]([CH2:6][c:7]2[cH:8][n:9][cH:10][cH:11][cH:12]2)[S:25]([CH3:24])(=[O:27])=[O:28])[cH:13][cH:14][c:15]([Cl:17])[cH:16]1. Starting materials: C(C)(C)(C)OC(=O)N1[C@@H](C=O)CCC1 (N-(tert-butoxycarbonyl)-D-prolinal), FC(C(=O)O)(F)F (Trifluoroacetic acid), C(C)(=O)O[BH-](OC(C)=O)OC(C)=O.[Na+] (sodium triacetoxyborohydride), C(C)(C)(C)OC(=O)N1[C@@H](COCC1)C(NC=1C=C(C=C2C=3C=CN=CC3NC12)Cl)=O (3(S)-(6-chloro-9H-β-carbolin-8-ylcarbamoyl)-morpholine-4-carboxylic acid tert-butyl ester). Solvent: C1CCOC1 (THF), C(Cl)Cl (CH2Cl2), CO.C(Cl)Cl (MeOH CH2Cl2), C1CCOC1 (THF). Reaction conditions: time 45 minute. Product: C(C)(C)(C)OC(=O)N1[C@H](CCC1)CN1[C@@H](COCC1)C(NC=1C=C(C=C2C=3C=CN=CC3NC12)Cl)=O (2(R)-[3(S)-(6-Chloro-9H-β-carbolin-8-ylcarbamoyl)-morpholin-4-ylmethyl]-pyrrolidine-1-carboxylic acid tert-butyl ester). Yield: 76.7%. RXN SMILES: C(OC([N:8]1[CH2:13][CH2:12][O:11][CH2:10][C@H:9]1[C:14](=[O:30])[NH:15][C:16]1[CH:17]=[C:18]([Cl:29])[CH:19]=[C:20]2[C:28]=1[NH:27][C:26]1[CH:25]=[N:24][CH:23]=[CH:22][C:21]2=1)=O)(C)(C)C.FC(F)(F)C(O)=O.[C:38]([O:42][C:43]([N:45]1[CH2:51][CH2:50][CH2:49][C@@H:46]1[CH:47]=O)=[O:44])([CH3:41])([CH3:40])[CH3:39].C(O[BH-](OC(=O)C)OC(=O)C)(=O)C.[Na+]>C(Cl)Cl.C1COCC1.CO.C(Cl)Cl>[C:38]([O:42][C:43]([N:45]1[CH2:51][CH2:50][CH2:49][C@@H:46]1[CH2:47][N:8]1[CH2:13][CH2:12][O:11][CH2:10][C@H:9]1[C:14](=[O:30])[NH:15][C:16]1[CH:17]=[C:18]([Cl:29])[CH:19]=[C:20]2[C:28]=1[NH:27][C:26]1[CH:25]=[N:24][CH:23]=[CH:22][C:21]2=1)=[O:44])([CH3:41])([CH3:39])[CH3:40] |f:3.4,7.8|. Procedure details: A solution of 3(S)-(6-chloro-9H-β-carbolin-8-ylcarbamoyl)-morpholine-4-carboxylic acid tert-butyl ester (1.00 g, 2.32 mmol) in CH2Cl2 (6 ml) was stirred at RT. Trifluoroacetic acid (6 ml) was added and the solution was stirred at RT for 45 min, then concentrated to a residue. The residue was concentrated once more from CH2Cl2 to yield a yellow-brown solid which was dissolved in THF (13 ml) under argon. Gentle warming was sometimes needed to ensure complete dissolution. A solution of N-(tert-buto...